From a dataset of the Open Reaction Database (ORD), a public repository of structured organic reaction records. describe an organic reaction: reactants, conditions, products, and yield Reaction conditions: time 17 hour. The solvent is O1CCOCC1 (dioxane), C(C)(C)O (isopropanol). Yields the product Cl.N1CCC(CC1)CN1C(OCC1=O)=O (3-(piperidin-4-ylmethyl)-1,3-oxazolidine-2,4-dione hydrochloride). The reactants are O=C1OCC(N1CC1CCN(CC1)C(=O)OC(C)(C)C)=O (1,1-dimethylethyl 4-[(2,4-dioxo-1,3-oxazolidin-3-yl)methyl]piperidine-1-carboxylate), solution, Cl (hydrochloric acid). RXN SMILES: [O:1]=[C:2]1[N:6]([CH2:7][CH:8]2[CH2:13][CH2:12][N:11](C(OC(C)(C)C)=O)[CH2:10][CH2:9]2)[C:5](=[O:21])[CH2:4][O:3]1.[ClH:22]>O1CCOCC1.C(O)(C)C>[ClH:22].[NH:11]1[CH2:12][CH2:13][CH:8]([CH2:7][N:6]2[C:5](=[O:21])[CH2:4][O:3][C:2]2=[O:1])[CH2:9][CH2:10]1 |f:4.5|. Procedure details: A suspension of 12.51 g (41.95 mmol) of 1,1-dimethylethyl 4-[(2,4-dioxo-1,3-oxazolidin-3-yl)methyl]piperidine-1-carboxylate, obtained in step 2.2., in 65 ml of dioxane is admixed with 38.10 ml (209.75 mmol) of a solution of hydrochloric acid (5N) in isopropanol. Stirring is continued at approximately 60° C. for 17 hours. The suspension is allowed to return to ambient temperature. The solid formed is collected by filtration and then washed repeatedly with ether and dried under vacuum at approxima... Yields the product COc1ccc(C2COc3c(ccc(O)c3C)C2=O)cc1OC. Reactants: COc1ccc(C2COc3c(ccc(OC(C)=O)c3C)C2=O)cc1OC, CCO, O, c1c[nH]cn1. Reaction SMILES: [CH3:1][O:2][c:3]1[cH:4][c:5]([CH:11]2[CH2:12][O:13][c:14]3[c:15]([CH3:26])[c:16]([O:22][C:23](=[O:24])[CH3:25])[cH:17][cH:18][c:19]3[C:20]2=[O:21])[cH:6][cH:7][c:8]1[O:9][CH3:10].[CH3:33][CH2:34][OH:35].[OH2:32].[nH:27]1[cH:28][cH:29][n:30][cH:31]1>>[CH3:1][O:2][c:3]1[cH:4][c:5]([CH:11]2[CH2:12][O:13][c:14]3[c:15]([CH3:26])[c:16]([OH:22])[cH:17][cH:18][c:19]3[C:20]2=[O:21])[cH:6][cH:7][c:8]1[O:9][CH3:10]. Starting materials: C1(CCCC1)C[C@@H](CO[Si](C)(C)C(C)(C)C)NC(OC(C)(C)C)=O (tert-Butyl (S)-3-cyclopentyl-1-(t-butyldimethylsilyloxy)propan-2-ylcarbamate), [N+](CCCC)(CCCC)(CCCC)CCCC.[F-] (Bu4NF), O (Water). The solvent is C1CCOC1 (THF). Product: C1(CCCC1)C[C@@H](CO)NC(OC(C)(C)C)=O (tert-butyl (S)-3-cyclopentyl-1-hydroxypropan-2-ylcarbamate). Reaction SMILES: [CH:1]1([CH2:6][C@H:7]([NH:17][C:18](=[O:24])[O:19][C:20]([CH3:23])([CH3:22])[CH3:21])[CH2:8][O:9][Si](C(C)(C)C)(C)C)[CH2:5][CH2:4][CH2:3][CH2:2]1.[N+](CCCC)(CCCC)(CCCC)CCCC.[F-].O>C1COCC1>[CH:1]1([CH2:6][C@H:7]([NH:17][C:18](=[O:24])[O:19][C:20]([CH3:22])([CH3:21])[CH3:23])[CH2:8][OH:9])[CH2:2][CH2:3][CH2:4][CH2:5]1 |f:1.2|. Reported procedure: tert-Butyl (S)-3-cyclopentyl-1-(t-butyldimethylsilyloxy)propan-2-ylcarbamate (2.9 g, 8.1 mmol) was stirred with 1 M Bu4NF in THF (24.3 mL) at 0° C. for 1 h. Water (30 mL) was added and the mixture was extracted with EtOAc (3×40 mL). The combined organic layers were washed with brine, dried over MgSO4 and evaporated to give crude tert-butyl (S)-3-cyclopentyl-1-hydroxypropan-2-ylcarbamate that was used in the next step without further purification. 1H NMR (CDCl3, 400 MHZ) δ 1.09 (m, 2 H), 1.44 (s,... Yields the product NC1=CC(=C(C(=O)OC)C=C1Cl)OC (Methyl 4-Amino-5-chloro-2-methoxybenzoate). Reaction conditions: time 16 hour. Starting materials: NC=1C(=C(C(=O)O)C=C(C1)Cl)OC (amino-5-chloro-2-methoxybenzoic acid), C1(=CC=CC=C1)C (toluene), C[Si](C)(C)C=[N+]=[N-] ((trimethylsilyl)diazomethane). The solvent is CO (methanol). As a reaction SMILES: N[C:2]1[C:3]([O:12][CH3:13])=[C:4]([CH:8]=[C:9]([Cl:11])C=1)[C:5]([OH:7])=[O:6].C[Si]([CH:18]=[N+:19]=[N-])(C)C.[C:21]1(C)C=CC=CC=1>CO>[NH2:19][C:18]1[C:9]([Cl:11])=[CH:8][C:4]([C:5]([O:7][CH3:21])=[O:6])=[C:3]([O:12][CH3:13])[CH:2]=1. Reported procedure: To a solution of 4 amino-5-chloro-2-methoxybenzoic acid (1.008 g, 5.0 mmol) in a mixture of toluene (9 mL) and methanol (1 mL) at 0° C. was added (trimethylsilyl)diazomethane (2.0 M in hexane, 3.0 mL, 6.0 mmol) dropwise. The reaction mixture was then warmed to room temperature and stirred for 16 h. Excess (trimethylsilyl)diazomethane was quenched by adding acetic acid until the bright yellow color of the reaction mixture disappeared. The mixture was then concentrated in vacuo to give the title c... The reactants are [BH4-].[Na+] (sodium borohydride), C(C)(C)(C)OC(=O)N1CC(OC[C@@H]1[C@H]([C@H](CC1=CC(=CC(=C1)F)F)[N+](=O)[O-])O)(C1=CC=CC=C1)C1=CC=CC=C1 ((R)-5-[(1R,2S)-3-(3,5-difluorophenyl)-1-hydroxy-2-nitropropyl]-2,2-diphenylmorpholine-4-carboxylic acid tert-butyl ester), O (water). The reagents and catalysts are [Ni](Cl)Cl (nickel chloride). Solvent: CO (methanol). Reaction conditions: time 15 minute. The product is C(C)(C)(C)OC(=O)N1CC(OC[C@@H]1[C@H]([C@H](CC1=CC(=CC(=C1)F)F)N)O)(C1=CC=CC=C1)C1=CC=CC=C1 ((R)-5-[(1S,2S)-2-Amino-3-(3,5-difluorophenyl)-1-hydroxypropyl]-2,2-diphenylmorpholine-4-carboxylic acid tert-butyl ester). As a reaction SMILES: [C:1]([O:5][C:6]([N:8]1[C@@H:13]([C@@H:14]([OH:28])[C@@H:15]([N+:25]([O-])=O)[CH2:16][C:17]2[CH:22]=[C:21]([F:23])[CH:20]=[C:19]([F:24])[CH:18]=2)[CH2:12][O:11][C:10]([C:35]2[CH:40]=[CH:39][CH:38]=[CH:37][CH:36]=2)([C:29]2[CH:34]=[CH:33][CH:32]=[CH:31][CH:30]=2)[CH2:9]1)=[O:7])([CH3:4])([CH3:3])[CH3:2].[BH4-].[Na+].O>CO.[Ni](Cl)Cl>[C:1]([O:5][C:6]([N:8]1[C@@H:13]([C@@H:14]([OH:28])[C@@H:15]([NH2:25])[CH2:16][C:17]2[CH:22]=[C:21]([F:23])[CH:20]=[C:19]([F:24])[CH:18]=2)[CH2:12][O:11][C:10]([C:35]2[CH:40]=[CH:39][CH:38]=[CH:37][CH:36]=2)([C:29]2[CH:30]=[CH:31][CH:32]=[CH:33][CH:34]=2)[CH2:9]1)=[O:7])([CH3:4])([CH3:2])[CH3:3] |f:1.2|. Reported procedure: Dissolve (R)-5-[(1R,2S)-3-(3,5-difluorophenyl)-1-hydroxy-2-nitropropyl]-2,2-diphenylmorpholine-4-carboxylic acid tert-butyl ester (0.172 g, 0.31 mmol) in dry methanol (8 mL), add nickel chloride (0.060 g, 0.46 mmol) then sodium borohydride (0.059 g, 1.55 mmol). Stir 15 minutes, add water (˜2 mL) and concentrate. Add ethyl acetate (˜70 mL), filter (Celite®), wash with water and saturated aqueous sodium chloride. Dry (magnesium sulfate), filter and concentrate to give the desired compound as a whi...